Dataset: the Open Reaction Database (ORD), a public repository of structured organic reaction records. Task: describe an organic reaction: reactants, conditions, products, and yield The reactants are [Cl-].[NH4+] (ammonium chloride), O1CCCC1 (tetrahydrofuran), [H-].C(C(C)C)[Al+]CC(C)C (diisobutylaluminum hydride), C(C)(=O)OC=1C(=CC2=C(CC(O2)(C)CC\C=C(/C)\C(=O)OCC)C1C(C)(C)C)C(C)(C)C (5-Acetoxy-4,6-di-tert-butyl-2-(4-ethoxycarbonyl-4-methyl-3(E)-butenyl)-2-methyl-2,3-dihydrobenzofuran). The solvent is C1=CC=CC=C1 (benzene). Reaction conditions: time 1 hour. Yields the product C(C)(=O)OC=1C(=CC2=C(CC(O2)(C)CC\C=C(\CO)/C)C1C(C)(C)C)C(C)(C)C (5-acetoxy-4,6-di-tert-butyl-2-(5-hydroxy-4-methyl-3(E)-pentenyl)-2-methyl-2,3-dihydrobenzofuran). The yield is 32.6%. As a reaction SMILES: [C:1]([O:4][C:5]1[C:6]([C:29]([CH3:32])([CH3:31])[CH3:30])=[CH:7][C:8]2[O:12][C:11]([CH2:14][CH2:15]/[CH:16]=[C:17](/[C:19](OCC)=[O:20])\[CH3:18])([CH3:13])[CH2:10][C:9]=2[C:24]=1[C:25]([CH3:28])([CH3:27])[CH3:26])(=[O:3])[CH3:2].O1CCCC1.[H-].C([Al+]CC(C)C)C(C)C.[Cl-].[NH4+]>C1C=CC=CC=1>[C:1]([O:4][C:5]1[C:6]([C:29]([CH3:32])([CH3:31])[CH3:30])=[CH:7][C:8]2[O:12][C:11]([CH2:14][CH2:15]/[CH:16]=[C:17](\[CH3:18])/[CH2:19][OH:20])([CH3:13])[CH2:10][C:9]=2[C:24]=1[C:25]([CH3:28])([CH3:27])[CH3:26])(=[O:3])[CH3:2] |f:2.3,4.5|. Procedure: 5-Acetoxy-4,6-di-tert-butyl-2-(4-ethoxycarbonyl-4-methyl-3(E)-butenyl)-2-methyl-2,3-dihydrobenzofuran (13.2 g) was dissolved in benzene (250 ml) and a tetrahydrofuran solution (60 ml) of 1M diisobutylaluminum hydride was added dropwise to the solution under cooling with ice. After stirring the mixture for 1 h, a saturated aqueous solution of ammonium chloride was added and the mixture was subjected to extraction with ethyl acetate. The organic layer was washed with water and saturated brine, dri... Reactants: C(C1=CC=CC=C1)ONC([C@@H](CC(C)C)N(CC1=CC=CC=C1)[P@@](=O)(C1=CC=CC=C1)C)=O (N-Benzyloxy-2(R)-[[(S)-methylphenylphosphinyl]benzylamino]-4-methylpentanamide), [H][H] (hydrogen). Reagents/catalysts: [Pd] (Pd/C). Solvent: CO (methanol). Conditions: time 2 hour. Product: ONC([C@@H](CC(C)C)N(CC1=CC=CC=C1)[P@](=O)(C1=CC=CC=C1)C)=O (N-Hydroxy-2(R)-[[(R)-methylphenyl-phosphinyl]benzylamino]-4-methylpentanamide). As a reaction SMILES: C([O:8][NH:9][C:10](=[O:33])[C@H:11]([N:16]([P@:24]([CH3:32])([C:26]1[CH:31]=[CH:30][CH:29]=[CH:28][CH:27]=1)=[O:25])[CH2:17][C:18]1[CH:23]=[CH:22][CH:21]=[CH:20][CH:19]=1)[CH2:12][CH:13]([CH3:15])[CH3:14])C1C=CC=CC=1.[H][H]>[Pd].CO>[OH:8][NH:9][C:10](=[O:33])[C@H:11]([N:16]([P@@:24]([CH3:32])([C:26]1[CH:27]=[CH:28][CH:29]=[CH:30][CH:31]=1)=[O:25])[CH2:17][C:18]1[CH:19]=[CH:20][CH:21]=[CH:22][CH:23]=1)[CH2:12][CH:13]([CH3:15])[CH3:14]. Procedure: N-Benzyloxy-2(R)-[[(S)-methylphenylphosphinyl]benzylamino]-4-methylpentanamide (460 mg, 0.99 mmol) and 10% Pd/C (100 mg) are evacuated in a flask. To this is added methanol (10 mL) and a hydrogen atmosphere is introduced. The reaction is allowed to stir at room temperature for 2 hours at which time the reaction appears complete by TLC. The mixture is filtered through celite; the filtrate is collected and evaporated to give a white glassy solid. The hydroxamic acid is crystallized by dissolving i...